This data is from the Open Reaction Database (ORD), a public repository of structured organic reaction records. The task is: describe an organic reaction: reactants, conditions, products, and yield The reactants are BrC=1C(=CC(=C(CO[Si](C(C)C)(C(C)C)C(C)C)C1)Cl)Cl ((5-bromo-2,4-dichlorobenzyloxy)triisopropylsilane), C(C1=CC=CC=C1)O[C@H]1C(O)O[C@@H]([C@H]([C@@H]1OCC1=CC=CC=C1)OCC1=CC=CC=C1)COCC1=CC=CC=C1 (2,3,4,6-tetra-O-benzyl-D-glucopyranose), BrC=1C(=CC(=C(CO[Si](C(C)C)(C(C)C)C(C)C)C1)Cl)Cl ((5-bromo-2,4-dichlorobenzyloxy)triisopropylsilane), C(C1=CC=CC=C1)O[C@H]1C(O)O[C@@H]([C@H]([C@@H]1OCC1=CC=CC=C1)OCC1=CC=CC=C1)COCC1=CC=CC=C1 (2,3,4,6-tetra-O-benzyl-D-glucopyranose). The product is ClC1=C(C=C(C(=C1)Cl)C1O[C@@H]([C@H]([C@@H]([C@H]1OCC1=CC=CC=C1)OCC1=CC=CC=C1)OCC1=CC=CC=C1)COCC1=CC=CC=C1)CO ((2,4-Dichloro-5-((3S,4R,5R,6R)-3,4,5-tris(benzyloxy)-6-(benzyloxymethyl)-tetrahydro-2H-pyran-2-yl)phenyl)methanol). RXN SMILES: Br[C:2]1[C:3]([Cl:21])=[CH:4][C:5]([Cl:20])=[C:6]([CH:19]=1)[CH2:7][O:8][Si](C(C)C)(C(C)C)C(C)C.[CH2:22]([O:29][C@@H:30]1[C@@H:36]([O:37][CH2:38][C:39]2[CH:44]=[CH:43][CH:42]=[CH:41][CH:40]=2)[C@H:35]([O:45][CH2:46][C:47]2[CH:52]=[CH:51][CH:50]=[CH:49][CH:48]=2)[C@@H:34]([CH2:53][O:54][CH2:55][C:56]2[CH:61]=[CH:60][CH:59]=[CH:58][CH:57]=2)[O:33][CH:31]1O)[C:23]1[CH:28]=[CH:27][CH:26]=[CH:25][CH:24]=1>>[Cl:20][C:5]1[CH:4]=[C:3]([Cl:21])[C:2]([CH:31]2[C@H:30]([O:29][CH2:22][C:23]3[CH:24]=[CH:25][CH:26]=[CH:27][CH:28]=3)[C@@H:36]([O:37][CH2:38][C:39]3[CH:44]=[CH:43][CH:42]=[CH:41][CH:40]=3)[C@H:35]([O:45][CH2:46][C:47]3[CH:48]=[CH:49][CH:50]=[CH:51][CH:52]=3)[C@@H:34]([CH2:53][O:54][CH2:55][C:56]3[CH:57]=[CH:58][CH:59]=[CH:60][CH:61]=3)[O:33]2)=[CH:19][C:6]=1[CH2:7][OH:8]. Procedure: With similar method described in Step 3 of Example 92, (5-bromo-2,4-dichlorobenzyloxy)triisopropylsilane (compound 82, 41.7 g, 101 mmol) and 2,3,4,6-tetra-O-benzyl-D-glucopyranose (compound 2, 45.4 g, 84.0 mmol) were converted to title compound (47.6 g, 81%, ca. 8:1 mixture of anomers (13:0) as a white solid.